From a dataset of the Open Reaction Database (ORD), a public repository of structured organic reaction records. describe an organic reaction: reactants, conditions, products, and yield The reactants are C(=O)([O-])[O-].C(=O)([O-])[O-].OO.OO.OO.[Na+].[Na+].[Na+].[Na+] (sodium percarbonate), ice, C(=O)(O)[O-].[Na+] (NaHCO3), [N+](=O)([O-])C1=CC=C(C=C1)OC(CC1=NC(=CC=C1C#N)Cl)=O ((6-chloro-3-cyano-pyridin-2-yl)-acetic acid 4-nitro-phenyl ester), S(=O)(=O)(C(F)(F)F)OS(=O)(=O)C(F)(F)F (triflic anhydride). The product is ClC1=CC=C(C(=[N+]1[O-])CC(=O)OC1=CC=C(C=C1)[N+](=O)[O-])C#N (6-chloro-3-cyano-2-(4-nitro-phenoxycarbonylmethyl)-pyridine 1-oxide). Reaction SMILES: C([O-])([O-])=[O:2].C([O-])([O-])=O.OO.OO.OO.[Na+].[Na+].[Na+].[Na+].[N+:19]([C:22]1[CH:27]=[CH:26][C:25]([O:28][C:29](=[O:40])[CH2:30][C:31]2[C:36]([C:37]#[N:38])=[CH:35][CH:34]=[C:33]([Cl:39])[N:32]=2)=[CH:24][CH:23]=1)([O-:21])=[O:20].S(OS(C(F)(F)F)(=O)=O)(C(F)(F)F)(=O)=O.C([O-])(O)=O.[Na+]>CC#N.CCOC(C)=O.C(Cl)Cl>[Cl:39][C:33]1[N+:32]([O-:2])=[C:31]([CH2:30][C:29]([O:28][C:25]2[CH:26]=[CH:27][C:22]([N+:19]([O-:21])=[O:20])=[CH:23][CH:24]=2)=[O:40])[C:36]([C:37]#[N:38])=[CH:35][CH:34]=1 |f:0.1.2.3.4.5.6.7.8,11.12|. Solvent: C(Cl)Cl (DCM), CCOC(=O)C (EtOAc), CC#N (CH3CN). Procedure details: Solid sodium percarbonate (555 mg, 5.30 mmol H2O2) (Na2CO3.1.5 H2O2, approximately 25% H2O2, Aldrich) was added in one portion under air with stirring to a rt solution of (6-chloro-3-cyano-pyridin-2-yl)-acetic acid 4-nitro-phenyl ester (566 mg, 1.78 mmol), as prepared in the previous step, in CH3CN (13.5 mL) and the slurry was then stirred on an ice bath for 5-10 min. The flask was fitted with an argon needle outlet to prevent pressure build-up, and triflic anhydride (7.58 g, 26.9 mmol) was adde... Conditions: time 7.5 minute. Starting materials: Cl (hydrochloric acid), CC1(N=C(OC1)C1=C(C=CC=C1)C1=CC=C(C=C1)COC1OCCCC1)C (4,4-dimethyl-2-(4'-tetrahydropyranyloxymethylbiphenyl-2-yl)oxazoline), C(O)([O-])=O.[Na+] (sodium hydrogencarbonate). Run in CO (methanol). Reaction conditions: time 2 hour. Yields the product CC1(N=C(OC1)C1=C(C=CC=C1)C1=CC=C(C=C1)CO)C (4,4-dimethyl-2-(4'-hydroxymethylbiphenyl-2-yl)oxazoline). Isolated yield 97.8%. RXN SMILES: [CH3:1][C:2]1([CH3:27])[CH2:6][O:5][C:4]([C:7]2[CH:12]=[CH:11][CH:10]=[CH:9][C:8]=2[C:13]2[CH:18]=[CH:17][C:16]([CH2:19][O:20]C3CCCCO3)=[CH:15][CH:14]=2)=[N:3]1.Cl.C(=O)([O-])O.[Na+]>CO>[CH3:1][C:2]1([CH3:27])[CH2:6][O:5][C:4]([C:7]2[CH:12]=[CH:11][CH:10]=[CH:9][C:8]=2[C:13]2[CH:14]=[CH:15][C:16]([CH2:19][OH:20])=[CH:17][CH:18]=2)=[N:3]1 |f:2.3|. Reported procedure: 4.0 g (10.9 mmol) of 4,4-dimethyl-2-(4'-tetrahydropyranyloxymethylbiphenyl-2-yl)oxazoline was dissolved in methanol (50 ml), and 6N hydrochloric acid (15 ml) was added thereto, followed by stirring at room temperature for 2 hours. The reaction liquid was poured into a saturated aqueous solution of sodium hydrogencarbonate, followed by the extraction with chloroform. After washing with water and drying, vacuum concentration was conducted. The residue was purified by silica gel column chromatograp... The reactants are O=C([O-])O, CC[N+](CC)(CC)Cc1ccccc1, [Cl-], [Na+], CCOC(=O)c1nc2cc(-c3ccc(C(F)(F)F)cc3)nc(O)n2n1, O=P(Cl)(Cl)Cl. Product: CCOC(=O)c1nc2cc(-c3ccc(C(F)(F)F)cc3)nc(Cl)n2n1. As a reaction SMILES: [C:46](=[O:47])([OH:48])[O-:49].[CH2:32]([N+:33]([CH2:34][CH3:35])([CH2:36][CH3:37])[CH2:38][CH3:39])[c:40]1[cH:41][cH:42][cH:43][cH:44][cH:45]1.[Cl-:31].[Na+:50].[OH:1][c:2]1[n:3][c:4](-[c:16]2[cH:17][cH:18][c:19]([C:22]([F:23])([F:24])[F:25])[cH:20][cH:21]2)[cH:5][c:6]2[n:7]1[n:8][c:9]([C:11](=[O:12])[O:13][CH2:14][CH3:15])[n:10]2.[P:26]([Cl:27])([Cl:28])([Cl:29])=[O:30]>>[c:2]1([Cl:28])[n:3][c:4](-[c:16]2[cH:17][cH:18][c:19]([C:22]([F:23])([F:24])[F:25])[cH:20][cH:21]2)[cH:5][c:6]2[n:7]1[n:8][c:9]([C:11](=[O:12])[O:13][CH2:14][CH3:15])[n:10]2. The reactants are [Si](C)(C)(C(C)(C)C)OC[C@H]1S[C@@H](SC1)P(=O)(OCC)OCC (trans-4-(t-butyldimethylsilyloxymethyl)-2-(diethyloxyphosphinoyl)-1,3-dithiolane). The reagents and catalysts are C(C)(=O)Cl (acetyl chloride), [Cl-].[NH4+] (ammonium chloride). The solvent is CO (methanol). Reaction conditions: temperature 0 celsius, time 30 minute. Product: C(C)OP(=O)([C@@H]1SC[C@H](S1)CO)OCC (trans 2-(diethyloxyphosphinoyl)-4-hydroxymethyl-1,3-dithiolane). The yield is 86.1%. RXN SMILES: [Si]([O:8][CH2:9][C@@H:10]1[CH2:14][S:13][C@@H:12]([P:15]([O:20][CH2:21][CH3:22])([O:17][CH2:18][CH3:19])=[O:16])[S:11]1)(C(C)(C)C)(C)C>CO.C(Cl)(=O)C.[Cl-].[NH4+]>[CH2:18]([O:17][P:15]([O:20][CH2:21][CH3:22])([C@H:12]1[S:11][C@H:10]([CH2:9][OH:8])[CH2:14][S:13]1)=[O:16])[CH3:19] |f:3.4|. Reported procedure: To a solution of trans-4-(t-butyldimethylsilyloxymethyl)-2-(diethyloxyphosphinoyl)-1,3-dithiolane (example 49) (9.84 g, 25.46 mmol) in anhydrous methanol (150 mL) was added acetyl chloride (12 drops) at 0° C. The solution was stirred at 0° C. for 30 min and then at room temperature for 3.5 hrs. A saturated solution of ammonium chloride (5 drops) was added and the solution was stirred for 15 min followed by evaporation of the solvents. The crude material was purified by flash chromatography with ... Starting materials: O=C([O-])[O-], C#CCBr, CCC(C)=O, [K+], [K+], NS(=O)(=O)c1ccccc1O. Product: C#CCOc1ccccc1S(N)(=O)=O. RXN SMILES: [C:12](=[O:13])([O-:14])[O-:15].[CH2:18]([C:19]#[CH:20])[Br:21].[CH3:22][C:23]([CH2:24][CH3:25])=[O:26].[K+:16].[K+:17].[OH:1][c:2]1[c:3]([S:8](=[O:9])(=[O:10])[NH2:11])[cH:4][cH:5][cH:6][cH:7]1>>[O:1]([c:2]1[c:3]([S:8](=[O:9])(=[O:10])[NH2:11])[cH:4][cH:5][cH:6][cH:7]1)[CH2:20][C:19]#[CH:18]. The reactants are CC(=O)O, CN(C)c1ccccn1, CN(C)C=O, C(=NC1CCCCC1)=NC1CCCCC1, O=C1CC(=O)CC(c2ccccc2Cl)C1. RXN SMILES: [CH3:16][C:17]([OH:18])=[O:19].[CH3:20][N:21]([c:22]1[cH:23][cH:24][cH:25][cH:26][n:27]1)[CH3:28].[CH3:44][N:45]([CH3:46])[CH:47]=[O:48].[CH:29]1([N:30]=[C:31]=[N:32][CH:33]2[CH2:34][CH2:35][CH2:36][CH2:37][CH2:38]2)[CH2:39][CH2:40][CH2:41][CH2:42][CH2:43]1.[Cl:1][c:2]1[c:3]([CH:8]2[CH2:9][C:10](=[O:15])[CH2:11][C:12](=[O:14])[CH2:13]2)[cH:4][cH:5][cH:6][cH:7]1>>[Cl:1][c:2]1[c:3]([CH:8]2[CH2:9][C:10](=[O:15])[C:11](=[C:17]([CH3:16])[OH:18])[C:12](=[O:14])[CH2:13]2)[cH:4][cH:5][cH:6][cH:7]1. Yields the product CC(O)=C1C(=O)CC(c2ccccc2Cl)CC1=O. Starting materials: N[C@@H](C(=O)N1CCN(CC1)C1=C(C=CC=C1)N(S(=O)(=O)C)CC1CC1)CC1=CC=C(C=C1)Cl ((2R)-2-amino-3-(4-chlorophenyl)-1-(4-{2-[(cyclopropylmethyl) (methylsulfonyl)amino]phenyl}piperazinyl)propan-1-one), CCN=C=NCCCN(C)C.CI (1-(3-dimethylaminopropyl)-3-ethylcarbodiimide methiodide), C1=CC2=C(N=C1)N(N=N2)O (HOAT), XIX, N1([C@@H](CC2=CC=CC=C2C1)C(=O)O)C(=O)OC(C)(C)C (Boc-L-Tic-OH). Solvent: CN(C)C=O (DMF). Yields the product ClC1=CC=C(C=C1)C[C@H](C(=O)N1CCN(CC1)C1=C(C=CC=C1)N(S(=O)(=O)C)CC1CC1)NC(=O)[C@H]1N(CC2=CC=CC=C2C1)C(=O)OC(C)(C)C (tert-Butyl 3-{N-[(1R)-1-[(4-chlorophenyl)methyl]-2-(4-{2-[(cyclopropylmethyl)(methylsulfonyl)amino]phenyl}piperazinyl)-2-oxoethyl]carbamoyl}(3S)-1,2,3,4-tetrahydroisoquinoline-2-carboxylate). RXN SMILES: [NH2:1][C@H:2]([CH2:26][C:27]1[CH:32]=[CH:31][C:30]([Cl:33])=[CH:29][CH:28]=1)[C:3]([N:5]1[CH2:10][CH2:9][N:8]([C:11]2[CH:16]=[CH:15][CH:14]=[CH:13][C:12]=2[N:17]([CH2:22][CH:23]2[CH2:25][CH2:24]2)[S:18]([CH3:21])(=[O:20])=[O:19])[CH2:7][CH2:6]1)=[O:4].[N:34]1([C:47]([O:49][C:50]([CH3:53])([CH3:52])[CH3:51])=[O:48])[CH2:43][C:42]2[C:37](=[CH:38][CH:39]=[CH:40][CH:41]=2)[CH2:36][C@H:35]1[C:44](O)=[O:45].CCN=C=NCCCN(C)C.CI.C1C=NC2N(O)N=NC=2C=1>CN(C=O)C>[Cl:33][C:30]1[CH:29]=[CH:28][C:27]([CH2:26][C@@H:2]([NH:1][C:44]([C@@H:35]2[CH2:36][C:37]3[C:42](=[CH:41][CH:40]=[CH:39][CH:38]=3)[CH2:43][N:34]2[C:47]([O:49][C:50]([CH3:53])([CH3:52])[CH3:51])=[O:48])=[O:45])[C:3]([N:5]2[CH2:6][CH2:7][N:8]([C:11]3[CH:16]=[CH:15][CH:14]=[CH:13][C:12]=3[N:17]([CH2:22][CH:23]3[CH2:24][CH2:25]3)[S:18]([CH3:21])(=[O:19])=[O:20])[CH2:9][CH2:10]2)=[O:4])=[CH:32][CH:31]=1 |f:2.3|. Procedure: tert-Butyl 3-{N-[(1R)-1-[(4-chlorophenyl)methyl]-2-(4-{2-[(cyclopropylmethyl)(methylsulfonyl)amino]phenyl}piperazinyl)-2-oxoethyl]carbamoyl}(3S)-1,2,3,4-tetrahydroisoquinoline-2-carboxylate was prepared from (2R)-2-amino-3-(4-chlorophenyl)-1-(4-{2-[(cyclopropylmethyl)(methylsulfonyl)amino]phenyl}-piperazinyl) propan-1-one (Example 58, Step 3) (224 mg, 0.457 mmol), according to the procedure for Preparation XIX using Boc-L-Tic-OH (135 mg, 0.487 mmol), 1-(3-dimethylaminopropyl)-3-ethylcarbodiimide... Starting materials: CCOC(OCC)P(=O)(CC(C)C)C(C)(C)C, Cl. Product: CC(C)C[PH](=O)C(C)(C)C. Reaction SMILES: [C:1]([CH3:2])([CH3:3])([CH3:4])[P:5]([CH:6]([O:7][CH2:8][CH3:9])[O:10][CH2:11][CH3:12])([CH2:13][CH:14]([CH3:15])[CH3:16])=[O:17].[ClH:18]>>[C:1]([CH3:2])([CH3:3])([CH3:4])[PH:5]([CH2:13][CH:14]([CH3:15])[CH3:16])=[O:17].